This data is from the Open Reaction Database (ORD), a public repository of structured organic reaction records. The task is: describe an organic reaction: reactants, conditions, products, and yield Starting materials: ClC=1C(=NN(C1C(F)(F)F)C)C1=C(C=C(C(=C1)O)Cl)F (4-chloro-3-(4-chloro-2-fluoro-5-hydroxyphenyl)-1-methyl-5-(trifluoromethyl)-1H-pyrazole), ice water, C(=O)([O-])[O-].[K+].[K+] (K2CO3), BrCC(=O)OCC (ethyl bromoacetate). Run in CC(=O)C (acetone). Run at temperature 25 celsius, time 16 hour. Yields the product ClC1=C(OCC(=O)OCC)C=C(C(=C1)F)C1=NN(C(=C1Cl)C(F)(F)F)C ((2-chloro-5-(4-chloro-1-methyl-5-(trifluoromethyl)-1H-pyrazol-3-yl)-4-fluorophenoxy)acetic acid, ethyl ester). Isolated yield 100.0%. RXN SMILES: [Cl:1][C:2]1[C:3]([C:12]2[CH:17]=[C:16]([OH:18])[C:15]([Cl:19])=[CH:14][C:13]=2[F:20])=[N:4][N:5]([CH3:11])[C:6]=1[C:7]([F:10])([F:9])[F:8].C([O-])([O-])=O.[K+].[K+].Br[CH2:28][C:29]([O:31][CH2:32][CH3:33])=[O:30]>CC(C)=O>[Cl:19][C:15]1[CH:14]=[C:13]([F:20])[C:12]([C:3]2[C:2]([Cl:1])=[C:6]([C:7]([F:8])([F:10])[F:9])[N:5]([CH3:11])[N:4]=2)=[CH:17][C:16]=1[O:18][CH2:28][C:29]([O:31][CH2:32][CH3:33])=[O:30] |f:1.2.3|. Reported procedure: At 25° C., 13.16 g (0.04 mole) 4-chloro-3-(4-chloro-2-fluoro-5-hydroxyphenyl)-1-methyl-5-(trifluoromethyl)-1H-pyrazole, 6.1 g (0.044 mole) K2CO3, and 4.8 mL (0.044 mole) ethyl bromoacetate were slurried in 25 mL acetone. The reaction mixture was stirred at 25° C. for 16 hours. The reaction solution was poured into 150 mL ice water, filtered, washed with water and air dried. The residue was recrystallized from hexane to give 16.6 g (100%) of (2-chloro-5-(4-chloro-1-methyl-5-(trifluoromethyl)-1H-p... Starting materials: Cc1cc2c(cc1C(F)(F)F)N(C(=O)OC(C)C)CCCC2=O, CS(C)=O, [Cl-], [Na+], O. Yields the product Cc1cc2c(cc1C(F)(F)F)NCCCC2=O. RXN SMILES: [CH3:1][c:2]1[cH:3][c:4]2[c:5]([cH:18][c:19]1[C:20]([F:21])([F:22])[F:23])[N:6]([C:12]([O:13][CH:14]([CH3:15])[CH3:16])=[O:17])[CH2:7][CH2:8][CH2:9][C:10]2=[O:11].[CH3:27][S:28](=[O:29])[CH3:30].[Cl-:25].[Na+:24].[OH2:26]>>[CH3:1][c:2]1[cH:3][c:4]2[c:5]([cH:18][c:19]1[C:20]([F:21])([F:22])[F:23])[NH:6][CH2:7][CH2:8][CH2:9][C:10]2=[O:11]. Starting materials: N1(CCCC1)CCNC (N-(2-(1-pyrrolidinyl)ethyl)methylamine), [H-].[Na+] (NaH), O (water), S(=O)(=O)(C1=CC=C(C)C=C1)OCCS[C@@H]1C[C@H]2CC[C@H]3[C@]4(CC[C@@H]([C@@]4(C)CC[C@@H]3[C@]2(CC1)C)C1=COC=C1)O (3β-(2-tosyloxyethylthio)-17β-(3-furyl)-5β-androstan-14β-ol). The solvent is CN(C=O)C (dimethylformamide), CN(C=O)C (dimethylformamide). Product: N1(CCCC1)CCN(CCS[C@@H]1C[C@H]2CC[C@H]3[C@]4(CC[C@@H]([C@@]4(C)CC[C@@H]3[C@]2(CC1)C)C1=COC=C1)O)C (3β-(2-(N-(2-(1-Pyrrolidinyl)ethyl)methylamino)ethylthio)-17β-(3-furyl)-5β-androstan-14β-ol). Isolated yield 60.7%. RXN SMILES: [N:1]1([CH2:6][CH2:7][NH:8][CH3:9])[CH2:5][CH2:4][CH2:3][CH2:2]1.[H-].[Na+].S(O[CH2:23][CH2:24][S:25][C@H:26]1[CH2:43][CH2:42][C@@:41]2([CH3:44])[C@H:28]([CH2:29][CH2:30][C@@H:31]3[C@@H:40]2[CH2:39][CH2:38][C@@:36]2([CH3:37])[C@:32]3([OH:50])[CH2:33][CH2:34][C@@H:35]2[C:45]2[CH:49]=[CH:48][O:47][CH:46]=2)[CH2:27]1)(C1C=CC(C)=CC=1)(=O)=O.O>CN(C)C=O>[N:1]1([CH2:6][CH2:7][N:8]([CH3:9])[CH2:23][CH2:24][S:25][C@H:26]2[CH2:43][CH2:42][C@@:41]3([CH3:44])[C@H:28]([CH2:29][CH2:30][C@@H:31]4[C@@H:40]3[CH2:39][CH2:38][C@@:36]3([CH3:37])[C@:32]4([OH:50])[CH2:33][CH2:34][C@@H:35]3[C:45]3[CH:49]=[CH:48][O:47][CH:46]=3)[CH2:27]2)[CH2:5][CH2:4][CH2:3][CH2:2]1 |f:1.2|. Reported procedure: To a solution of 0.34 g of N-(2-(1-pyrrolidinyl)ethyl)methylamine in 5 ml of dimethylformamide, 0.045 g of NaH (60% dispersion in mineral oil) were added under nitrogen and the mixture was stirred at room temperature for half an hr; a solution of 0.50 g of 3β-(2-tosyloxyethylthio)-17β-(3-furyl)-5β-androstan-14β-ol, prepared as described in Ex. 51, in 2 ml of dimethylformamide was added, the mixture was stirred for another 4 hrs and then 7 ml of water were poured in. The residue was extracted wit... Starting materials: N(=NC(=O)OCC)C(=O)OCC (diethyl azodicarboxylate), C1(=CC=CC=C1)P(C1=CC=CC=C1)C1=CC=CC=C1 (triphenylphosphine), BrC1=CC=C(C=C1)C(=O)C1=CC=C(C=C1)O ((4-bromo-phenyl)-(4-hydroxy-phenyl)-methanone), C1(CC1)N(C)CC1C(C1)CO ((1RS,2RS)-[2-[(cyclopropyl-methyl-amino)-methyl]-cyclopropyl]-methanol). The solvent is C1CCOC1 (THF), C1CCOC1 (THF). Run at time 3 hour. Product: BrC1=CC=C(C=C1)C(=O)C1=CC=C(C=C1)OCC1C(C1)CN(C)C1CC1 ((1RS,2RS)-(4-bromo-phenyl)-[4-[2-[(cyclopropyl-methyl-amino)-methyl]-cyclopropylmethoxy]-phenyl]-methanone). Isolated yield 42.2%. As a reaction SMILES: C1(P(C2C=CC=CC=2)C2C=CC=CC=2)C=CC=CC=1.[Br:20][C:21]1[CH:26]=[CH:25][C:24]([C:27]([C:29]2[CH:34]=[CH:33][C:32]([OH:35])=[CH:31][CH:30]=2)=[O:28])=[CH:23][CH:22]=1.[CH:36]1([N:39]([CH2:41][CH:42]2[CH2:44][CH:43]2[CH2:45]O)[CH3:40])[CH2:38][CH2:37]1.N(C(OCC)=O)=NC(OCC)=O>C1COCC1>[Br:20][C:21]1[CH:26]=[CH:25][C:24]([C:27]([C:29]2[CH:34]=[CH:33][C:32]([O:35][CH2:45][CH:43]3[CH2:44][CH:42]3[CH2:41][N:39]([CH:36]3[CH2:38][CH2:37]3)[CH3:40])=[CH:31][CH:30]=2)=[O:28])=[CH:23][CH:22]=1. Procedure details: A solution of 6.2 g of triphenylphosphine, 6.5 g of (4-bromo-phenyl)-(4-hydroxy-phenyl)-methanone and 3.64 g of (1RS,2RS)-[2-[(cyclopropyl-methyl-amino)-methyl]-cyclopropyl]-methanol (Ex. 31.1.A.d) in 190 ml of THF is treated at room temperature during 1 hr. with 4.03 ml of diethyl azodicarboxylate in 18 ml of THF. After stirring for 3 hrs. the mixture is concentrated, taken up in ether and washed with saturated sodium bicarbonate solution and 10% sodium chloride solution, dried and concentrated... The reactants are BrCC=1SC=C(N1)C(C)(C)C (2-bromomethyl-4-tert-butylthiazole), C(=O)C=1C=CC(=C(C=O)C1)O (5-formyl-2-hydroxybenzaldehyde), C([O-])([O-])=O.[K+].[K+] (potassium carbonate), [I-].[K+] (potassium iodide), ice water. Solvent: CN(C=O)C (N,N-dimethylformamide). Run at temperature 50 celsius, time 5 hour. Product: C(C)(C)(C)C=1N=C(SC1)COC1=C(C=C(C=C1)C=O)C=O (4-tert-butyl-2-(2,4-diformylphenoxymethyl)thiazole). Yield: 73.5%. RXN SMILES: Br[CH2:2][C:3]1[S:4][CH:5]=[C:6]([C:8]([CH3:11])([CH3:10])[CH3:9])[N:7]=1.[CH:12]([C:14]1[CH:15]=[CH:16][C:17]([OH:22])=[C:18]([CH:21]=1)[CH:19]=[O:20])=[O:13].C(=O)([O-])[O-].[K+].[K+].[I-].[K+]>CN(C)C=O>[C:8]([C:6]1[N:7]=[C:3]([CH2:2][O:22][C:17]2[CH:16]=[CH:15][C:14]([CH:12]=[O:13])=[CH:21][C:18]=2[CH:19]=[O:20])[S:4][CH:5]=1)([CH3:11])([CH3:10])[CH3:9] |f:2.3.4,5.6|. Procedure: A mixture of 2-bromomethyl-4-tert-butylthiazole (1.05 g), 5-formyl-2-hydroxybenzaldehyde (0.74 g), potassium carbonate (0.89 g) and potassium iodide (small mass) in N,N-dimethylformamide was stirred at 50° C. for 5 hours. After being cooled, the resulting solution was poured into ice-water and extracted with ethyl acetate. The organic layer was washed with brine, dried over magnesium sulfate and concentrated under reduced pressure to give a syrup. The syrup was subjected to column chromatography... Reaction conditions: temperature 0 celsius, time 8 hour. Product: N(N)C=1C(=NC(=NC1)OC)OC (5-hydrazinyl-2,4-dimethoxypyrimidine). Reaction SMILES: [CH3:1][O:2][C:3]1[N:8]=[C:7]([O:9][CH3:10])[C:6]([N:11](C(OC(C)(C)C)=O)[NH:12]C(OC(C)(C)C)=O)=[CH:5][N:4]=1.Cl>CO>[NH:11]([C:6]1[C:7]([O:9][CH3:10])=[N:8][C:3]([O:2][CH3:1])=[N:4][CH:5]=1)[NH2:12]. The solvent is CO (MeOH). The reactants are COC1=NC=C(C(=N1)OC)N(NC(=O)OC(C)(C)C)C(=O)OC(C)(C)C (Di-tert-butyl 1-(2,4-dimethoxypyrimidin-5-yl)hydrazine-1,2-dicarboxylate), Cl (HCl). Isolated yield 70.6%. Reported procedure: Di-tert-butyl 1-(2,4-dimethoxypyrimidin-5-yl)hydrazine-1,2-dicarboxylate (Step 46.7) (453 g, 1.223 mol) was dissolved in MeOH (2.5 L) and cooled down to 0° C. HCl 4N in gioxane (2.5 L, mol) was added and the resulting mixture was stirred at RT overnight. The reaction was concentrated under reduced pressure, NH3 4 N (2 L) was added, the resulting mixture was stirred for 1 hr and concentrated under reduced pressure. CH2Cl2 (2 L) was added, the suspension was filtrated off and the filtrate was conc...